Dataset: the Open Reaction Database (ORD), a public repository of structured organic reaction records. Task: describe an organic reaction: reactants, conditions, products, and yield The reactants are Cl (hydrochloric acid), COC[C@@H](OC=1C=C(C=C(C1)OC1=CC=C(C=C1)S(=O)(=O)C)C1=CC=C(N1)C(=O)O)C (5-{3-[(1S)-2-Methoxy-1-methylethoxy]-5-[4-(methylsulfonyl)phenoxy]phenyl}-1H-pyrrole-2-carboxylic acid), NC[C@@H](CO)O ((S)-(−)-3-amino-1,2-propanediol), CCN=C=NCCCN(C)C.Cl (WSCI•HCl). Reagents/catalysts: CN(C1=CC=NC=C1)C (4-dimethylaminopyridine). Run in ClCCl (dichloromethane). Reaction conditions: time 3 day. The product is O[C@@H](CNC(=O)C=1NC(=CC1)C1=CC(=CC(=C1)OC1=CC=C(C=C1)S(=O)(=O)C)O[C@H](COC)C)CO (N-[(2S)-2,3-Dihydroxypropyl]-5-{3-[(1S)-2-methoxy-1-methylethoxy]-5-[4-(methylsulfonyl)phenoxy]phenyl}-1H-pyrrole-2-carboxamide). Isolated yield 67.3%. As a reaction SMILES: [CH3:1][O:2][CH2:3][C@H:4]([CH3:31])[O:5][C:6]1[CH:7]=[C:8]([C:23]2[NH:27][C:26]([C:28](O)=[O:29])=[CH:25][CH:24]=2)[CH:9]=[C:10]([O:12][C:13]2[CH:18]=[CH:17][C:16]([S:19]([CH3:22])(=[O:21])=[O:20])=[CH:15][CH:14]=2)[CH:11]=1.[NH2:32][CH2:33][C@H:34]([OH:37])[CH2:35][OH:36].CCN=C=NCCCN(C)C.Cl.Cl>ClCCl.CN(C)C1C=CN=CC=1>[OH:37][C@H:34]([CH2:35][OH:36])[CH2:33][NH:32][C:28]([C:26]1[NH:27][C:23]([C:8]2[CH:9]=[C:10]([O:12][C:13]3[CH:18]=[CH:17][C:16]([S:19]([CH3:22])(=[O:20])=[O:21])=[CH:15][CH:14]=3)[CH:11]=[C:6]([O:5][C@@H:4]([CH3:31])[CH2:3][O:2][CH3:1])[CH:7]=2)=[CH:24][CH:25]=1)=[O:29] |f:2.3|. Procedure details: 5-{3-[(1S)-2-Methoxy-1-methylethoxy]-5-[4-(methylsulfonyl)phenoxy]phenyl}-1H-pyrrole-2-carboxylic acid (338 mg, 0.759 mmol) synthesized in Example (18a) was dissolved in dichloromethane (10 mL), and (S)-(−)-3-amino-1,2-propanediol (105 mg, 1.15 mmol), WSCI•HCl (220 mg, 1.15 mmol) and 4-dimethylaminopyridine (185 mg, 1.51 mmol) were added, followed by stirring at room temperature for 3 days under nitrogen atmosphere. 1N hydrochloric acid (10 mL) was added, and the solution was separated with dich...